This data is from the Open Reaction Database (ORD), a public repository of structured organic reaction records. The task is: describe an organic reaction: reactants, conditions, products, and yield The reactants are ClC=1C=C(C(C(=O)O)=CC1)N (4-chloroanthranilic acid), P(=O)(Cl)(Cl)Cl (phosphorous oxychloride), O=C1CCC(CC1)C(=O)OC (methyl 4-ketocyclohexane carboxylate). Reaction SMILES: [Cl:1][C:2]1[CH:3]=[C:4]([NH2:11])[C:5](=[CH:9][CH:10]=1)[C:6](O)=O.P(Cl)(Cl)([Cl:14])=O.O=[C:18]1[CH2:23][CH2:22][CH:21]([C:24]([O:26][CH3:27])=[O:25])[CH2:20][CH2:19]1>>[CH3:27][O:26][C:24]([CH:21]1[CH2:22][CH2:23][C:18]2[C:19](=[C:6]([Cl:14])[C:5]3[C:4]([N:11]=2)=[CH:3][C:2]([Cl:1])=[CH:10][CH:9]=3)[CH2:20]1)=[O:25]. The yield is 73.0%. Reported procedure: To a slurry of 16.5 g (0.096 mol) of 4-chloroanthranilic acid and 166 ml of phosphorous oxychloride is added portionwise 15 g (0.096 mol) of methyl 4-ketocyclohexane carboxylate. The reaction mixture is refluxed for 3 h, cooled, and concentrated in vacuo. The residue is dissolved in methylene chloride and poured into an ice-NH4OH mixture. The aqueous phase is separated and extracted with methylene chloride. The combined organic phases are dried over Na2SO4 and concentrated in vacuo. The residue ... Yields the product COC(=O)C1CC2=C(C3=CC=C(C=C3N=C2CC1)Cl)Cl (6,9-Dichloro-1,2,3,4-tetrahydro-2-acridinecarboxylic acid methyl ester).